From a dataset of the Open Reaction Database (ORD), a public repository of structured organic reaction records. describe an organic reaction: reactants, conditions, products, and yield Starting materials: C(C)(C)(C)OC(=O)N[C@@H](CCC=1N=C(SC1)NC(C)C)C1=NC2=C(N1)C=CC(=C2)Cl (N-(tert-butoxycarbonyl)-[(1S)-1-(5-chloro-1H-benzimidazol-2-yl)-3-(2-isopropylaminothiazol-4-yl)propylamine]), FC(C(=O)O)(F)F (trifluoroacetic acid), CC=1C=C(C(=O)O)C=CC1C(=O)N1CCCC1 (3-methyl-4-(pyrrolidin-1-ylcarbonyl)benzoic acid), CN(C)C(=[N+](C)C)ON1C2=C(C=CC=C2)N=N1.[B-](F)(F)(F)F (TBTU), C(C)(C)NC(C)C (diisopropylamine), ClCl (chlorine), C29H33ClN6O2. Run in CN(C=O)C (dimethylformamide). Yields the product ClC1=CC2=C(NC(=N2)[C@H](CCC=2N=C(SC2)NC(C)C)NC(C2=CC(=C(C=C2)C(=O)N2CCCC2)C)=O)C=C1 (N-[(1S)-1-(5-chloro-1H-benzimidazol-2-yl)-3-(2-isopropylaminothiazol-4-yl)propyl]-3-methyl-4-(pyrrolidin-1-ylcarbonyl)benzamide). The yield is 45.0%. As a reaction SMILES: C(OC([NH:8][C@H:9]([C:21]1[NH:25][C:24]2[CH:26]=[CH:27][C:28]([Cl:30])=[CH:29][C:23]=2[N:22]=1)[CH2:10][CH2:11][C:12]1[N:13]=[C:14]([NH:17][CH:18]([CH3:20])[CH3:19])[S:15][CH:16]=1)=O)(C)(C)C.FC(F)(F)C(O)=O.[CH3:38][C:39]1[CH:40]=[C:41]([CH:45]=[CH:46][C:47]=1[C:48]([N:50]1[CH2:54][CH2:53][CH2:52][CH2:51]1)=[O:49])[C:42]([OH:44])=O.CN(C(ON1N=NC2C=CC=CC1=2)=[N+](C)C)C.[B-](F)(F)(F)F.C(NC(C)C)(C)C.ClCl>CN(C)C=O>[Cl:30][C:28]1[CH:27]=[CH:26][C:24]2[NH:25][C:21]([C@@H:9]([NH:8][C:42](=[O:44])[C:41]3[CH:45]=[CH:46][C:47]([C:48]([N:50]4[CH2:54][CH2:53][CH2:52][CH2:51]4)=[O:49])=[C:39]([CH3:38])[CH:40]=3)[CH2:10][CH2:11][C:12]3[N:13]=[C:14]([NH:17][CH:18]([CH3:20])[CH3:19])[S:15][CH:16]=3)=[N:22][C:23]=2[CH:29]=1 |f:3.4|. Procedure: Prepared analogously to Example 17 from N-(tert-butoxycarbonyl)-[(1S)-1-(5-chloro-1H-benzimidazol-2-yl)-3-(2-isopropylaminothiazol-4-yl)propylamine] and trifluoroacetic acid and subsequent reaction with 3-methyl-4-(pyrrolidin-1-ylcarbonyl)benzoic acid, TBTU, and diisopropylamine in dimethylformamide. Yield: 45%; C29H33ClN6O2 (565.139); mass spectrum: (M+H)+=565/567 (chlorine isotope). Starting materials: O=C([O-])O, CCO, CC(=O)Nc1ccc(C#N)c(Cl)c1F, Cl, [Na+]. Product: N#Cc1ccc(N)c(F)c1Cl. Reaction SMILES: [C:16](=[O:17])([O-:18])[OH:19].[CH3:21][CH2:22][OH:23].[Cl:2][c:3]1[c:4]([F:15])[c:5]([NH:11][C:12](=[O:13])[CH3:14])[cH:6][cH:7][c:8]1[C:9]#[N:10].[ClH:1].[Na+:20]>>[Cl:2][c:3]1[c:4]([F:15])[c:5]([NH2:11])[cH:6][cH:7][c:8]1[C:9]#[N:10]. Starting materials: ClC1=NC(=NC(=C1C[C@H](CC)C)Cl)C1=CC=C(C=C1)OCCCCCCC ((S)-4,6-dichloro-2-(p-heptyloxyphenyl)-5-(2-methylbutyl)-pyrimidine), [H][H] (hydrogen), C[O-].[Na+] (sodium methanolate), diethyl (S)-2-methylbutyl malonate, Cl.C(CCCCCC)OC1=CC=C(C(=N)N)C=C1 (p-heptyloxybenzamidine hydrochloride), phosphoroxy trichloride, CN(C1=CC=CC=C1)C (dimethylaniline), OC1=NC(=NC(=C1C[C@H](CC)C)O)C1=CC=C(C=C1)OCCCCCCC ((S)-4,6-dihydroxy-2-(p-heptyloxyphenyl)-5-(2-methylbutyl)-pyrimidine), C[C@H](CBr)CC ((S)-2-methylbutyl bromide), C(CC(=O)OCC)(=O)OCC (diethyl malonate). The reagents and catalysts are [Pd] (Pd-C). Solvent: C(C)N(CC)CC (triethylamine), CO (methanol). Yields the product C(CCCCCC)OC1=CC=C(C=C1)C1=NC=C(C=N1)C[C@H](CC)C ((S)-2-(p-Heptyloxyphenyl)-5-(2-methylbutyl)-pyrimidine). As a reaction SMILES: Cl[C:2]1[C:7]([CH2:8][C@@H:9]([CH3:12])[CH2:10][CH3:11])=[C:6](Cl)[N:5]=[C:4]([C:14]2[CH:19]=[CH:18][C:17]([O:20][CH2:21][CH2:22][CH2:23][CH2:24][CH2:25][CH2:26][CH3:27])=[CH:16][CH:15]=2)[N:3]=1.C[C@@H](CC)CBr.C(OCC)(=O)CC(OCC)=O.C[O-].[Na+].Cl.C(OC1C=CC(C(N)=N)=CC=1)CCCCCC.OC1C(C[C@@H](C)CC)=C(O)N=C(C2C=CC(OCCCCCCC)=CC=2)N=1.CN(C)C1C=CC=CC=1.[H][H]>[Pd].C(N(CC)CC)C.CO>[CH2:21]([O:20][C:17]1[CH:18]=[CH:19][C:14]([C:4]2[N:3]=[CH:2][C:7]([CH2:8][C@@H:9]([CH3:12])[CH2:10][CH3:11])=[CH:6][N:5]=2)=[CH:15][CH:16]=1)[CH2:22][CH2:23][CH2:24][CH2:25][CH2:26][CH3:27] |f:3.4,5.6|. Reported procedure: A mixture of 40 g of (S)-4,6-dichloro-2-(p-heptyloxyphenyl)-5-(2-methylbutyl)-pyrimidine [obtainable by reacting (S)-2-methylbutyl bromide with diethyl malonate in the presence of sodium methanolate, followed by condensation of the resultant diethyl (S)-2-methylbutyl malonate with p-heptyloxybenzamidine hydrochloride, and reacting the resultant (S)-4,6-dihydroxy-2-(p-heptyloxyphenyl)-5-(2-methylbutyl)-pyrimidine with phosphoroxy trichloride and dimethylaniline], 400 ml of methanol, 40 ml of trie... The reactants are CN(C)C=O, COCCO, Fc1ccc(Br)cc1CBr, [H-], [Na+]. The product is COCCOCc1cc(Br)ccc1F. Reaction SMILES: [CH3:18][N:19]([CH3:20])[CH:21]=[O:22].[CH3:1][O:2][CH2:3][CH2:4][OH:5].[F:8][c:9]1[c:10]([CH2:11][Br:12])[cH:13][c:14]([Br:17])[cH:15][cH:16]1.[H-:6].[Na+:7]>>[CH3:1][O:2][CH2:3][CH2:4][O:5][CH2:11][c:10]1[c:9]([F:8])[cH:16][cH:15][c:14]([Br:17])[cH:13]1. Reactants: Cl (hydrochloric acid), [BH4-].[Na+] (Sodium borohydride), CC(C(=O)C1=CC=C(C=C1)CC(C)C)(C)C (2,2-dimethyl-4'-isobutylpropiophenone), ice water. Run in C(C)(C)O (isopropyl alcohol). Conditions: temperature 50 celsius, time 2 hour. Yields the product CC(C(O)C1=CC=C(C=C1)CC(C)C)(C)C (2,2-dimethyl-1-(4-isobutylphenyl)propanol). The yield is 94.3%. As a reaction SMILES: [BH4-].[Na+].[CH3:3][C:4]([CH3:18])([CH3:17])[C:5]([C:7]1[CH:12]=[CH:11][C:10]([CH2:13][CH:14]([CH3:16])[CH3:15])=[CH:9][CH:8]=1)=[O:6].Cl>C(O)(C)C>[CH3:3][C:4]([CH3:17])([CH3:18])[CH:5]([C:7]1[CH:8]=[CH:9][C:10]([CH2:13][CH:14]([CH3:15])[CH3:16])=[CH:11][CH:12]=1)[OH:6] |f:0.1|. Reported procedure: Sodium borohydride (4.72 g) was added to a solution of 2,2-dimethyl-4'-isobutylpropiophenone (22.7 g) in isopropyl alcohol (150 ml). The mixture was stirred at 50° C. for 2 hours and poured into ice water. After acidified with 6N-hydrochloric acid, the mixture was extracted with ethyl acetate. The organic layer was washed with water, dried over magnesium sulfate and evaporated to give 2,2-dimethyl-1-(4-isobutylphenyl)propanol as a colourless oil (21.6 g). The reactants are 8A, Cl.NO (hydroxylamine hydrochloride), N1=CC=CC=C1 (pyridine), C1(CC1)C1=NOC(=C1)C1=CC=C2C(N(C(=NC2=C1)CCCCC(=O)OC(C)(C)C)C1=CC=C(C=C1)F)=O (tert-butyl 5-(7-(3-cyclopropylisoxazol-5-yl)-3-(4-fluorophenyl)-4-oxo-3,4-dihydroquinazolin-2-yl)pentanoate). Run at temperature 110 celsius, time 16 hour. Product: C1(CC1)C1=CC(=NO1)C1=CC=C2C(N(C(=NC2=C1)CCCCC(=O)OC(C)(C)C)C1=CC=C(C=C1)F)=O (tert-butyl 5-(7-(5-cyclopropylisoxazol-3-yl)-3-(4-fluorophenyl)-4-oxo-3,4-dihydroquinazolin-2-yl)pentanoate). Yield: 63.0%. Reaction SMILES: Cl.[NH2:2][OH:3].N1C=CC=CC=1.[CH:10]1([C:13]2[CH:17]=[C:16]([C:18]3[CH:27]=[C:26]4[C:21]([C:22](=[O:46])[N:23]([C:39]5[CH:44]=[CH:43][C:42]([F:45])=[CH:41][CH:40]=5)[C:24]([CH2:28][CH2:29][CH2:30][CH2:31][C:32]([O:34][C:35]([CH3:38])([CH3:37])[CH3:36])=[O:33])=[N:25]4)=[CH:20][CH:19]=3)ON=2)[CH2:12][CH2:11]1>>[CH:10]1([C:13]2[O:3][N:2]=[C:16]([C:18]3[CH:27]=[C:26]4[C:21]([C:22](=[O:46])[N:23]([C:39]5[CH:40]=[CH:41][C:42]([F:45])=[CH:43][CH:44]=5)[C:24]([CH2:28][CH2:29][CH2:30][CH2:31][C:32]([O:34][C:35]([CH3:36])([CH3:37])[CH3:38])=[O:33])=[N:25]4)=[CH:20][CH:19]=3)[CH:17]=2)[CH2:12][CH2:11]1 |f:0.1|. Procedure: A solution of 8A (27 mg, 0.053 mmol) and hydroxylamine hydrochloride (4.3 mg, 0.062 mmol) in pyridine (1 mL, 10 mmol) was stirred at 60° C. for 7 h. The reaction was then stirred at at 110° C. for 16 h. The reaction was quenched with 0.1N HCl and diluted with DCM. The organic layer was removed and the aqueous phase was extracted with DCM (3×). The combined organics were concentrated. The residue was purified by flash chromatography (0% to 20% (12 min) to 70% (10 min) EtOAc/hexanes) to yield an i... Starting materials: O1CCOC12C(CCCC2)NC(=N)NC2=CSC=C2C (N-(1,4-Dioxaspiro[4.5]dec-6-yl)-N′-(4-methylthiophen-3-yl)guanidine), ClN1C(CCC1=O)=O (N-chlorosuccinimide). Solvent: C(C)(=O)O (acetic acid), C(C)(=O)O (acetic acid). Yields the product O1CCOC12C(CCCC2)N (1,4-Dioxaspiro[4.5]dec-6-ylamine). Yield: 92.0%. As a reaction SMILES: [O:1]1[C:5]2([CH2:10][CH2:9][CH2:8][CH2:7][CH:6]2[NH:11]C(NC2C(C)=CSC=2)=N)[O:4][CH2:3][CH2:2]1.ClN1C(=O)CCC1=O>C(O)(=O)C>[O:1]1[C:5]2([CH2:10][CH2:9][CH2:8][CH2:7][CH:6]2[NH2:11])[O:4][CH2:3][CH2:2]1. Procedure details: N-(1,4-Dioxaspiro[4.5]dec-6-yl)-N′-(4-methylthiophen-3-yl)guanidine (49 mg) was dissolved in glacial acetic acid (3 ml), and a solution of N-chlorosuccinimide (20.3 mg) in glacial acetic acid (5 ml) was added slowly. The mixture was stirred for a number of hours and then allowed to stand at room temperature over the weekend, after which the glacial acetic acid was removed under reduced pressure, the residue was taken up in water and the mixture was adjusted to pH 10 using 2N sodium hydroxide sol... The product is CC(C)(C)OC(=O)N1CC(F)C(CBr)C1. Reactants: CC(C)(C)OC(=O)N1CC(O)C(CBr)C1, O=C([O-])O, CCN(CC)S(F)(F)F, ClCCl, [Na+]. Reaction SMILES: [Br:1][CH2:2][CH:3]1[CH2:4][N:5]([C:9](=[O:10])[O:11][C:12]([CH3:13])([CH3:14])[CH3:15])[CH2:6][CH:7]1[OH:8].[C:25](=[O:26])([OH:27])[O-:28].[CH2:16]([N:17]([S:18]([F:19])([F:20])[F:22])[CH2:21][CH3:23])[CH3:24].[Cl:30][CH2:31][Cl:32].[Na+:29]>>[Br:1][CH2:2][CH:3]1[CH2:4][N:5]([C:9](=[O:10])[O:11][C:12]([CH3:13])([CH3:14])[CH3:15])[CH2:6][CH:7]1[F:22]. The reactants are FC=1C=C(C=CC1)C=C1CN(CCC1)C(C)=O (1-{3-[1-(3-fluorophenyl)methylidene]piperidin-1-yl}ethanone), FC=1C=C(C=CC1)C=C1CN(CCC1)C(C)=O (1-{3-[1-(3-fluorophenyl)methylidene]piperidin-1-yl}ethanone). The reagents and catalysts are [OH-].[Pd+2].[OH-] (palladium hydroxide). Solvent: C(C)(=O)OCC (ethyl acetate), IMS. Reaction conditions: time 21.5 hour. Product: FC=1C=C(CC2CN(CCC2)C(C)=O)C=CC1 (1-[3-(3-fluorobenzyl)piperidin-1-yl]ethanone). Isolated yield 93.5%. As a reaction SMILES: [F:1][C:2]1[CH:3]=[C:4]([CH:8]=[C:9]2[CH2:14][CH2:13][CH2:12][N:11]([C:15](=[O:17])[CH3:16])[CH2:10]2)[CH:5]=[CH:6][CH:7]=1>C(OCC)(=O)C.[OH-].[Pd+2].[OH-]>[F:1][C:2]1[CH:3]=[C:4]([CH:5]=[CH:6][CH:7]=1)[CH2:8][CH:9]1[CH2:14][CH2:13][CH2:12][N:11]([C:15](=[O:17])[CH3:16])[CH2:10]1 |f:2.3.4|. Procedure details: A mixture of 1-{3-[1-(3-fluorophenyl)methylidene]piperidin-1-yl}ethanone (Intermediate 225, 0.7 g), palladium hydroxide (20% on carbon, 0.07 g) in ethyl acetate (20 mL) and IMS (1 mL) was degassed by nitrogen/vacuum purging. The mixture was stirred under an atmosphere of hydrogen for 21.5 hours. The mixture was filtered the filtrate was evaporated to dryness to give 1-[3-(3-fluorobenzyl)piperidin-1-yl]ethanone (0.66 g).